Dataset: the Open Reaction Database (ORD), a public repository of structured organic reaction records. Task: describe an organic reaction: reactants, conditions, products, and yield Reactants: CC1(C)OCCC2C(NC=O)C(=O)N21, CCOC(C)=O, O=P(Cl)(Cl)Cl, Cc1cccc(C)n1. The product is [C-]#[N+]C1C(=O)N2C1CCOC2(C)C. RXN SMILES: [CH3:1][C:2]1([CH3:14])[N:3]2[C:4](=[O:13])[CH:5]([NH:10][CH:11]=[O:12])[CH:6]2[CH2:7][CH2:8][O:9]1.[CH3:28][CH2:29][O:30][C:31](=[O:32])[CH3:33].[P:23]([Cl:24])([Cl:25])([Cl:26])=[O:27].[n:15]1[c:16]([CH3:17])[cH:18][cH:19][cH:20][c:21]1[CH3:22]>>[CH3:1][C:2]1([CH3:14])[N:3]2[C:4](=[O:13])[CH:5]([N+:10]#[C-:11])[CH:6]2[CH2:7][CH2:8][O:9]1. Starting materials: [OH-].[K+] (potassium hydroxide), COC=1C=C(C2=CC=CC(=C2C1OCOC)CCC)\C=C(/C(=O)OCC)\C (ethyl (Z)-3-(3-methoxy-4-methoxymethoxy-5-propyl-1-naphthyl)-2-methylpropenoate), Cl (hydrochloric acid). Solvent: C(C)O (ethanol). Run at temperature 10 celsius. The product is COC=1C=C(C2=CC=CC(=C2C1OCOC)CCC)\C=C(/C(=O)O)\C ((Z)-3-(3-methoxy-4-methoxymethoxy-5-propyl-1-naphthyl)-2-methylpropenoic acid). The yield is 96.1%. RXN SMILES: [CH3:1][O:2][C:3]1[CH:4]=[C:5](/[CH:20]=[C:21](/[CH3:27])\[C:22]([O:24]CC)=[O:23])[C:6]2[C:11]([C:12]=1[O:13][CH2:14][O:15][CH3:16])=[C:10]([CH2:17][CH2:18][CH3:19])[CH:9]=[CH:8][CH:7]=2.[OH-].[K+].Cl>C(O)C>[CH3:1][O:2][C:3]1[CH:4]=[C:5](/[CH:20]=[C:21](/[CH3:27])\[C:22]([OH:24])=[O:23])[C:6]2[C:11]([C:12]=1[O:13][CH2:14][O:15][CH3:16])=[C:10]([CH2:17][CH2:18][CH3:19])[CH:9]=[CH:8][CH:7]=2 |f:1.2|. Procedure: 170 g of ethyl (Z)-3-(3-methoxy-4-methoxymethoxy-5-propyl-1-naphthyl)-2-methylpropenoate was dissolved in 850 ml of ethanol and a potassium hydroxide aqueous solution (potassium hydroxide 60 g/water 120 ml) was added, followed by refluxing for 1 hour. After cooling to 10° C., 2.5N hydrochloric acid was added to make it pH~5, followed by extraction with ethyl acetate. The organic layer was washed with brine, dried over anhydrous magnesium sulfate and concentrated in vacuo. The resultant crystals ... As a reaction SMILES: [CH3:69][CH2:70][O:71][C:72](=[O:73])[CH3:74].[CH:1]([N:2]([CH2:3][CH3:4])[CH:5]([CH3:6])[CH3:7])([CH3:8])[CH3:9].[Cl:27][CH2:28][CH2:29][CH2:30][C:31]([C:32](=[O:33])[OH:34])=[CH:35][c:36]1[cH:37][c:38]([F:48])[c:39](-[n:42]2[cH:43][n:44][c:45]([CH3:47])[cH:46]2)[cH:40][cH:41]1.[ClH:49].[F:20][C:21]([F:22])([F:23])[C:24]([OH:25])=[O:26].[NH2:50][CH:51]([CH:52]([CH3:53])[OH:54])[c:55]1[cH:56][c:57]([F:63])[c:58]([F:62])[c:59]([F:61])[cH:60]1.[O:64]=[CH:65][N:66]([CH3:67])[CH3:68].[OH:10][n:11]1[c:12]2[c:13]([cH:14][cH:15][cH:16][cH:17]2)[n:18][n:19]1>>[Cl:27][CH2:28][CH2:29][CH2:30][C:31]([C:32](=[O:34])[NH:50][CH:51]([CH:52]([CH3:53])[OH:54])[c:55]1[cH:56][c:57]([F:63])[c:58]([F:62])[c:59]([F:61])[cH:60]1)=[CH:35][c:36]1[cH:37][c:38]([F:48])[c:39](-[n:42]2[cH:43][n:44][c:45]([CH3:47])[cH:46]2)[cH:40][cH:41]1. Starting materials: CCOC(C)=O, CCN(C(C)C)C(C)C, Cc1cn(-c2ccc(C=C(CCCCl)C(=O)O)cc2F)cn1, Cl, O=C(O)C(F)(F)F, CC(O)C(N)c1cc(F)c(F)c(F)c1, CN(C)C=O, On1nnc2ccccc21. The product is Cc1cn(-c2ccc(C=C(CCCCl)C(=O)NC(c3cc(F)c(F)c(F)c3)C(C)O)cc2F)cn1.